This data is from the Open Reaction Database (ORD), a public repository of structured organic reaction records. The task is: describe an organic reaction: reactants, conditions, products, and yield The reactants are CCCC[N+](CCCC)(CCCC)CCCC, C1CCOC1, C#CCC(CC(C)(C)c1ccccc1C(N)=O)(O[Si](C)(C)C)C(F)(F)F, CCOC(C)=O, [F-]. Product: C#CCC(O)(CC(C)(C)c1ccccc1C(N)=O)C(F)(F)F. As a reaction SMILES: [CH2:28]([N+:29]([CH2:30][CH2:31][CH2:32][CH3:33])([CH2:34][CH2:35][CH2:36][CH3:37])[CH2:38][CH2:39][CH2:40][CH3:41])[CH2:42][CH2:43][CH3:44].[CH2:45]1[O:46][CH2:47][CH2:48][CH2:49]1.[CH3:1][C:2]([CH2:3][C:4]([CH2:5][C:6]#[CH:7])([O:8][Si:9]([CH3:10])([CH3:11])[CH3:12])[C:13]([F:14])([F:15])[F:16])([CH3:17])[c:18]1[c:19]([C:20](=[O:21])[NH2:22])[cH:23][cH:24][cH:25][cH:26]1.[CH3:50][CH2:51][O:52][C:53](=[O:54])[CH3:55].[F-:27]>>[CH3:1][C:2]([CH2:3][C:4]([CH2:5][C:6]#[CH:7])([OH:8])[C:13]([F:14])([F:15])[F:16])([CH3:17])[c:18]1[c:19]([C:20](=[O:21])[NH2:22])[cH:23][cH:24][cH:25][cH:26]1.